From a dataset of the Open Reaction Database (ORD), a public repository of structured organic reaction records. describe an organic reaction: reactants, conditions, products, and yield Procedure: 160 mg of 3-methylsulfonyl-5-(2-methylcyclohexyl)-1,2,4-thiadiazole and 52 mg of 2-butyn-1-ol were dissolved in 1.5 ml of N,N-dimethylformamide, 32 mg of sodium hydride (60% in oil) was added thereto under ice-cooling, and the reaction mixture was stirred for 1 hour under ice-cooling and for 12 hours at room temperature. Then, the reaction mixture was added to saturated brine, and extracted with t-butyl methyl ether. The organic layer was concentrated under reduced pressure, and the residue obta... Conditions: time 1 hour. The solvent is [Cl-].[Na+].O (brine), CN(C=O)C (N,N-dimethylformamide). Yield: 25.4%. Reaction SMILES: CS([C:5]1[N:9]=[C:8]([CH:10]2[CH2:15][CH2:14][CH2:13][CH2:12][CH:11]2[CH3:16])[S:7][N:6]=1)(=O)=O.[CH2:17]([OH:21])[C:18]#[C:19][CH3:20].[H-].[Na+]>CN(C)C=O.[Cl-].[Na+].O>[CH3:16][CH:11]1[CH2:12][CH2:13][CH2:14][CH2:15][CH:10]1[C:8]1[S:7][N:6]=[C:5]([O:21][CH2:17][C:18]#[C:19][CH3:20])[N:9]=1 |f:2.3,5.6.7|. Product: CC1C(CCCC1)C1=NC(=NS1)OCC#CC (5-(2-methylcyclohexyl)-3-(2-butynyloxy)-1,2,4-thiadiazole). The reactants are CS(=O)(=O)C1=NSC(=N1)C1C(CCCC1)C (3-methylsulfonyl-5-(2-methylcyclohexyl)-1,2,4-thiadiazole), C(C#CC)O (2-butyn-1-ol), [H-].[Na+] (sodium hydride). The reactants are methanol-ether, O.C(CC(O)(C(=O)O)CC(=O)O)(=O)O (citric acid monohydrate), concentrated solution, Cl.Cl.C1(=CC=CC=C1)C(CCN1CCN(CC1)CC1=C(C(=C(C=C1)OC)OC)OC)C1=CC=CC=C1 (1-(3,3-diphenylpropyl)-4-(2,3,4-trimethoxybenzyl)piperazine dihydrochloride), [OH-].[Na+] (sodium hydroxide). Solvent: O (water). Yields the product O.C(CC(O)(C(=O)O)CC(=O)O)(=O)O.C(CC(O)(C(=O)O)CC(=O)O)(=O)O.C1(=CC=CC=C1)C(CCN1CCN(CC1)CC1=C(C(=C(C=C1)OC)OC)OC)C1=CC=CC=C1 (1-(3,3-diphenylpropyl)-4-(2,3,4-trimethoxybenzyl)piperazine dicitrate monohydrate). Yield: 92.7%. As a reaction SMILES: Cl.Cl.[C:3]1([CH:9]([C:31]2[CH:36]=[CH:35][CH:34]=[CH:33][CH:32]=2)[CH2:10][CH2:11][N:12]2[CH2:17][CH2:16][N:15]([CH2:18][C:19]3[CH:24]=[CH:23][C:22]([O:25][CH3:26])=[C:21]([O:27][CH3:28])[C:20]=3[O:29][CH3:30])[CH2:14][CH2:13]2)[CH:8]=[CH:7][CH:6]=[CH:5][CH:4]=1.[OH-].[Na+].O.[C:40]([OH:52])(=[O:51])[CH2:41][C:42]([CH2:47][C:48]([OH:50])=[O:49])([C:44]([OH:46])=[O:45])[OH:43]>O>[OH2:25].[C:40]([OH:52])(=[O:51])[CH2:41][C:42]([CH2:47][C:48]([OH:50])=[O:49])([C:44]([OH:46])=[O:45])[OH:43].[C:40]([OH:52])(=[O:51])[CH2:41][C:42]([CH2:47][C:48]([OH:50])=[O:49])([C:44]([OH:46])=[O:45])[OH:43].[C:31]1([CH:9]([C:3]2[CH:4]=[CH:5][CH:6]=[CH:7][CH:8]=2)[CH2:10][CH2:11][N:12]2[CH2:13][CH2:14][N:15]([CH2:18][C:19]3[CH:24]=[CH:23][C:22]([O:25][CH3:26])=[C:21]([O:27][CH3:28])[C:20]=3[O:29][CH3:30])[CH2:16][CH2:17]2)[CH:32]=[CH:33][CH:34]=[CH:35][CH:36]=1 |f:0.1.2,3.4,5.6,8.9.10.11|. Procedure details: The amount of 6 g (0.011 mole) of 1-(3,3-diphenylpropyl)-4-(2,3,4-trimethoxybenzyl)piperazine dihydrochloride was dissolved in 50 ml of water, and 20 ml of a 10% sodium hydroxide solution was added. Then, the resulting solution was extracted three times, each time with 20 ml of ether, the ether layers combined, washed with water, and concentrated to a total volume of 10 ml. By adding a methanol-ether solution of 2.7 g (0.013 mole) of citric acid monohydrate to 5 ml of this concentrated solution,... Starting materials: ClC=1C=C(CCO)C=CC1 (3-chlorophenethyl alcohol), BrP(C1=CC=CC=C1)(C1=CC=CC=C1)(C1=CC=CC=C1)Br (dibromotriphenylphosphorane). The solvent is CC#N (MeCN). Product: ClC=1C=C(CCBr)C=CC1 (3-chlorophenethyl bromide). Yield: 92.5%. Reaction SMILES: [Cl:1][C:2]1[CH:3]=[C:4]([CH:8]=[CH:9][CH:10]=1)[CH2:5][CH2:6]O.[Br:11]P(Br)(C1C=CC=CC=1)(C1C=CC=CC=1)C1C=CC=CC=1>CC#N>[Cl:1][C:2]1[CH:3]=[C:4]([CH:8]=[CH:9][CH:10]=1)[CH2:5][CH2:6][Br:11]. Procedure: According to Scheme 11, a solution of 3-chlorophenethyl alcohol (5 g, 32 mmol) in 50 mL of dry MeCN was treated with dibromotriphenylphosphorane (13.54 g, 32 mmol) for 24 h. The reaction mixture was filtered and the solvent was removed in vacuo. The residue was triturated with hexane and filtered. Evaporation of the solvent provided 6.5 g of 3-chlorophenethyl bromide. A solution of the bromide (6.5 g, 29.6 mmol) in 50 mL of dry DMSO containing NaCN (2.17 g, 44 mmol) was heated to 100° C. overnig... Reaction SMILES: [F:1][C:2]([F:23])([F:22])[C:3]([NH:5][C:6]1[S:7][CH:8]=[C:9]([C:11](=[N:15][O:16][CH:17]2[CH2:21][CH2:20][CH2:19][CH2:18]2)[C:12]([OH:14])=O)[N:10]=1)=[O:4].P(Cl)(Cl)(Cl)=O.[NH2:29][CH:30]1[C:58](=[O:59])[N:32]2[C:33]([C:55]([OH:57])=[O:56])=[C:34]([CH:37]([S:49][C:50]3[NH:54][N:53]=[N:52][N:51]=3)[CH2:38][CH2:39][CH2:40][NH:41][C:42]([O:44][C:45]([CH3:48])([CH3:47])[CH3:46])=[O:43])[CH2:35][S:36][C@H:31]12.C(=O)(O)[O-].[Na+]>C(OCC)(=O)C.CC(C)=O.O.CN(C)C=O>[F:22][C:2]([F:1])([F:23])[C:3]([NH:5][C:6]1[S:7][CH:8]=[C:9]([C:11](=[N:15][O:16][CH:17]2[CH2:21][CH2:20][CH2:19][CH2:18]2)[C:12]([NH:29][CH:30]2[C:58](=[O:59])[N:32]3[C:33]([C:55]([OH:57])=[O:56])=[C:34]([CH:37]([S:49][C:50]4[NH:51][N:52]=[N:53][N:54]=4)[CH2:38][CH2:39][CH2:40][NH:41][C:42]([O:44][C:45]([CH3:47])([CH3:46])[CH3:48])=[O:43])[CH2:35][S:36][C@H:31]23)=[O:14])[N:10]=1)=[O:4] |f:3.4|. The product is FC(C(=O)NC=1SC=C(N1)C(C(=O)NC1[C@@H]2N(C(=C(CS2)C(CCCNC(=O)OC(C)(C)C)SC2=NN=NN2)C(=O)O)C1=O)=NOC1CCCC1)(F)F (7-[2-[2-(2,2,2-trifluroacetamido)thiazol-4-yl]-2-cyclopentyloxyiminoacetamido]-3-[1-(3-tert-butoxycarbonylaminopropyl)-1H-tetrazol-5-ylthiomethyl]-3-cephem-4-carboxylic acid). Reactants: FC(C(=O)NC=1SC=C(N1)C(C(=O)O)=NOC1CCCC1)(F)F (2-[2-(2,2,2-Trifluoroacetamido)thiazol-4-yl]-2-cyclopentyloxyiminoacetic acid), P(=O)(Cl)(Cl)Cl (phosphoryl chloride), NC1[C@@H]2N(C(=C(CS2)C(CCCNC(=O)OC(C)(C)C)SC2=NN=NN2)C(=O)O)C1=O (7-amino-3-[1-(3-tert-butoxycarbonylaminopropyl)-1H-tetrazol-5-ylthiomethyl]-3-cephem-4-carboxylic acid), C([O-])(O)=O.[Na+] (sodium bicarbonate). Procedure: 2-[2-(2,2,2-Trifluoroacetamido)thiazol-4-yl]-2-cyclopentyloxyiminoacetic acid (syn isomer, 1.5 g.), dry N, N-dimethylformamide (0.4 g.), phosphoryl chloride (0.8 g.), 7-amino-3-[1-(3-tert-butoxycarbonylaminopropyl)-1H-tetrazol-5-ylthiomethyl]-3-cephem-4-carboxylic acid (2.0 g.), sodium bicarbonate (1.4 g.), water (12.0 ml.), acetone (12.0 g.), and dry ethyl acetate (0.4 g.) were treated in a similar manner to that of Example 11-(1) to give 7-[2-[2-(2,2,2-trifluroacetamido)thiazol-4-yl]-2-cyclope... The solvent is C(C)(=O)OCC (ethyl acetate), CC(=O)C (acetone), O (water), CN(C=O)C (N, N-dimethylformamide). Isolated yield 76.2%. Reactants: CC1=C2C(=C(C3=C1C=CN=C3)C)C4=C(N2)C=CC(=C4)OC (9-methoxy-ellipticine), Cl.N1=CC=CC=C1 (pyridine hydrochloride). The product is CC1=C2C(=C(C3=C1C=CN=C3)C)C4=C(N2)C=CC(=C4)O (9-hydroxy-ellipticine). As a reaction SMILES: [CH3:1][C:2]1[C:7]2[CH:8]=[CH:9][N:10]=[CH:11][C:6]=2[C:5]([CH3:12])=[C:4]2[C:13]3[CH:19]=[C:18]([O:20]C)[CH:17]=[CH:16][C:14]=3[NH:15][C:3]=12.Cl.N1C=CC=CC=1>>[CH3:1][C:2]1[C:7]2[CH:8]=[CH:9][N:10]=[CH:11][C:6]=2[C:5]([CH3:12])=[C:4]2[C:13]3[CH:19]=[C:18]([OH:20])[CH:17]=[CH:16][C:14]=3[NH:15][C:3]=12 |f:1.2|. Reported procedure: A mixture of one part by weight 9-methoxy-ellipticine obtained by extraction from "yellowwood" (Ochrosia maculata) from the island of Reunion, and from 3 to 11 parts by weight of pyridine hydrochloride were heated with gentle reflux for 30 to 90 minutes. The reaction mass became a dark brown colour; it was then poured over crushed ice, the precipitate formed was centrifuged and washed several times with iced water and then recrystallized in methanol. The crystals obtained were orange coloured. The reactants are O=C([O-])[O-], CS(N)(=O)=O, [Cs+], [Cs+], CC(=O)c1ccc(OS(=O)(=O)C(F)(F)F)c(C)c1. The product is CC(=O)c1ccc(NS(C)(=O)=O)c(C)c1. As a reaction SMILES: [C:24](=[O:25])([O-:26])[O-:27].[CH3:19][S:20](=[O:21])(=[O:22])[NH2:23].[Cs+:28].[Cs+:29].[F:1][C:2]([F:3])([F:4])[S:5]([O:6][c:7]1[c:8]([CH3:16])[cH:9][c:10]([C:13]([CH3:14])=[O:15])[cH:11][cH:12]1)(=[O:17])=[O:18]>>[c:7]1([NH:23][S:20]([CH3:19])(=[O:21])=[O:22])[c:8]([CH3:16])[cH:9][c:10]([C:13]([CH3:14])=[O:15])[cH:11][cH:12]1. Reactants: CCCC(=O)c1cnc2c(O)cccc2c1Nc1ccccc1C, CC(C)(C)[O-], CN(C)C=O, ClCCCN1CCCC1, Cl, [K+], O. The product is CCCC(=O)c1cnc2c(OCCCN3CCCC3)cccc2c1Nc1ccccc1C. RXN SMILES: [C:1]([CH2:2][CH2:3][CH3:4])(=[O:5])[c:6]1[cH:7][n:8][c:9]2[c:10]([OH:24])[cH:11][cH:12][cH:13][c:14]2[c:15]1[NH:16][c:17]1[c:18]([CH3:23])[cH:19][cH:20][cH:21][cH:22]1.[CH3:25][C:26]([CH3:27])([O-:28])[CH3:29].[CH3:41][N:42]([CH3:43])[CH:44]=[O:45].[Cl:32][CH2:33][CH2:34][CH2:35][N:36]1[CH2:37][CH2:38][CH2:39][CH2:40]1.[ClH:31].[K+:30].[OH2:46]>>[C:1]([CH2:2][CH2:3][CH3:4])(=[O:5])[c:6]1[cH:7][n:8][c:9]2[c:10]([O:24][CH2:33][CH2:34][CH2:35][N:36]3[CH2:37][CH2:38][CH2:39][CH2:40]3)[cH:11][cH:12][cH:13][c:14]2[c:15]1[NH:16][c:17]1[c:18]([CH3:23])[cH:19][cH:20][cH:21][cH:22]1.